This data is from the Open Reaction Database (ORD), a public repository of structured organic reaction records. The task is: describe an organic reaction: reactants, conditions, products, and yield Reactants: ClCCl (dichloromethane), C(C)OC(=O)[C@H]1CN(CCC1)CCOCC=C(C1=CC=CC=C1)C1=C(C=CC=C1)C ((R)-N-(2-(3-(2-Methylphenyl)-3-phenyl-2-propen-1-yloxy)ethyl)-3-piperidinecarboxylic acid ethyl ester), Cl (hydrochloric acid), [OH-].[Na+] (sodium hydroxide). Solvent: C(C)O (ethanol). Reaction conditions: time 4 hour. The product is Cl.CC1=C(C=CC=C1)C(=CCOCCN1C[C@@H](CCC1)C(=O)O)C1=CC=CC=C1 ((R)-N-(2-(3-(2-Methylphenyl)-3-phenyl-2-propen-1-yl-oxy)ethyl)-3-piperidinecarboxylic acid hydrochloride). As a reaction SMILES: C([O:3][C:4]([C@@H:6]1[CH2:11][CH2:10][CH2:9][N:8]([CH2:12][CH2:13][O:14][CH2:15][CH:16]=[C:17]([C:24]2[CH:29]=[CH:28][CH:27]=[CH:26][C:25]=2[CH3:30])[C:18]2[CH:23]=[CH:22][CH:21]=[CH:20][CH:19]=2)[CH2:7]1)=[O:5])C.[OH-].[Na+].Cl.[Cl:34]CCl>C(O)C>[ClH:34].[CH3:30][C:25]1[CH:26]=[CH:27][CH:28]=[CH:29][C:24]=1[C:17]([C:18]1[CH:19]=[CH:20][CH:21]=[CH:22][CH:23]=1)=[CH:16][CH2:15][O:14][CH2:13][CH2:12][N:8]1[CH2:9][CH2:10][CH2:11][C@@H:6]([C:4]([OH:5])=[O:3])[CH2:7]1 |f:1.2,6.7|. Procedure: (R)-N-(2-(3-(2-Methylphenyl)-3-phenyl-2-propen-1-yloxy)ethyl)-3-piperidinecarboxylic acid ethyl ester (2.3 g, 5.6 mmol) was dissolved in ethanol (10 ml) and a 12 N sodium hydroxide solution (1.4 ml) was added. The reaction mixture was stirred at room temperature for 4 h. A concentrated hydrochloric acid solution was added with cooling of the reaction vessel in an ice-bath until pH 1 and dichloromethane (250 ml) was added. The resulting emulsion was dried (Na2SO4) and the solvent was evaporated i... Reported procedure: Following method A, potassium t-butoxide (37 g, 320 mmol) was added in portions to a cooled (2° C.) solution of cyclohexanone oxime (35 g, 300 mmol) in DMF (350 mL). The cooled reaction mixture was stirred for 20 minutes and then 1-chloro-4-nitrobenzene (50 g, 320 mmol) was added in portions. The reaction mixture was stirred at ˜10° C. for 30 minutes and then allowed to warm to room temperature and stirred for an additional 4 hours. The reaction mixture was concentrated under reduced pressure to... Yields the product [N+](=O)([O-])C=1C=CC2=C(C3=C(O2)CCCC3)C1 (8-nitro-1,2,3,4-tetrahydro-dibenzofuran). The yield is 146.3%. Solvent: C(C)(C)O (isopropanol). As a reaction SMILES: [N+:1]([C:4]1[CH:9]=[CH:8][C:7]([O:10]N=C2CCCCC2)=[CH:6][CH:5]=1)([O-:3])=[O:2].Cl>C(O)(C)C>[N+:1]([C:4]1[CH:5]=[CH:6][C:7]2[O:10][C:5]3[CH2:6][CH2:7][CH2:8][CH2:9][C:4]=3[C:8]=2[CH:9]=1)([O-:3])=[O:2]. Reactants: [N+](=O)([O-])C1=CC=C(C=C1)ON=C1CCCCC1 (Cyclohexanone O-(4-nitro-phenyl)-oxime), Cl (hydrochloric acid).